describe an organic reaction: reactants, conditions, products, and yield From a dataset of the Open Reaction Database (ORD), a public repository of structured organic reaction records. Reactants: [BH3-]C#N, CCCCN, CC(C)(C)OC(=O)N1CCC(=O)CC1, CO, CC(=O)O, Cl, [Na+]. Product: CCCCNC1CCN(C(=O)OC(C)(C)C)CC1. As a reaction SMILES: [C:20]([BH3-:21])#[N:22].[CH2:15]([CH2:16][CH2:17][CH3:18])[NH2:19].[CH3:1][C:2]([CH3:3])([O:4][C:5](=[O:6])[N:7]1[CH2:8][CH2:9][C:10](=[O:13])[CH2:11][CH2:12]1)[CH3:14].[CH3:25][OH:26].[CH3:27][C:28](=[O:29])[OH:30].[ClH:24].[Na+:23]>>[CH3:1][C:2]([CH3:3])([O:4][C:5](=[O:6])[N:7]1[CH2:8][CH2:9][CH:10]([NH:19][CH2:15][CH2:16][CH2:17][CH3:18])[CH2:11][CH2:12]1)[CH3:14].